Dataset: the Open Reaction Database (ORD), a public repository of structured organic reaction records. Task: describe an organic reaction: reactants, conditions, products, and yield Reactants: N1=CC=CC=C1 (pyridine), C(C)(=O)OC(C)=O (acetic anhydride), N,N-dimethylaminopyridine, C(O)([O-])=O.[Na+] (sodium hydrogen carbonate), S1C2=C(C=C1)C=C(C=C2)CCOCCN(CCO)C (2-{[2-(2-benzo[b]thiophen-5-ylethoxy)ethyl]-(methyl)amino}-1-ethanol). The solvent is O (Water), C(Cl)Cl (methylene chloride). Reaction conditions: temperature 5 celsius, time 30 minute. Yields the product C(C)(=O)OCCN(C)CCOCCC1=CC2=C(SC=C2)C=C1 (2-{[2-(2-benzo[b]-thiophen-5-ylethoxy)-ethyl](methyl)amino}ethyl acetate). RXN SMILES: [S:1]1[CH:5]=[CH:4][C:3]2[CH:6]=[C:7]([CH2:10][CH2:11][O:12][CH2:13][CH2:14][N:15]([CH3:19])[CH2:16][CH2:17][OH:18])[CH:8]=[CH:9][C:2]1=2.N1C=CC=CC=1.[C:26](OC(=O)C)(=[O:28])[CH3:27].C(=O)([O-])O.[Na+]>C(Cl)Cl.O>[C:26]([O:18][CH2:17][CH2:16][N:15]([CH2:14][CH2:13][O:12][CH2:11][CH2:10][C:7]1[CH:8]=[CH:9][C:2]2[S:1][CH:5]=[CH:4][C:3]=2[CH:6]=1)[CH3:19])(=[O:28])[CH3:27] |f:3.4|. Procedure: In 10 mL of methylene chloride is dissolved 1.00 g of 2-{[2-(2-benzo[b]thiophen-5-ylethoxy)ethyl]-(methyl)amino}-1-ethanol. The solution thus obtained is cooled to 5° C., to which are added 0.32 mL of pyridine, 0.37 mL of acetic anhydride and 0.04 g of N,N-dimethylaminopyridine. The mixture is stirred at ambient temperature for 30 minutes. Water is added to the mixture, pH is adjusted to 7.5 with saturated aqueous solution of sodium hydrogen carbonate, and the organic layer is separated. The org... Reactants: ClC1=CC=C(C=C1)C1=C(C=CC(=N1)C(=O)O)OCC1CC1 (6-(4-Chloro-phenyl)-5-cyclopropylmethoxy-pyridine-2-carboxylic acid), C1(CC1)C=1OC=C(N1)CN (2-cyclopropyl-4-oxazolmethanamine). The product is C1(CC1)C=1OC=C(N1)CNC(=O)C1=NC(=C(C=C1)OCC1CC1)C1=CC=C(C=C1)Cl (6-(4-chloro-phenyl)-5-cyclopropylmethoxy-pyridine-2-carboxylic acid (2-cyclopropyl-oxazol-4-ylmethyl)-amide). RXN SMILES: [Cl:1][C:2]1[CH:7]=[CH:6][C:5]([C:8]2[N:13]=[C:12]([C:14]([OH:16])=O)[CH:11]=[CH:10][C:9]=2[O:17][CH2:18][CH:19]2[CH2:21][CH2:20]2)=[CH:4][CH:3]=1.[CH:22]1([C:25]2[O:26][CH:27]=[C:28]([CH2:30][NH2:31])[N:29]=2)[CH2:24][CH2:23]1>>[CH:22]1([C:25]2[O:26][CH:27]=[C:28]([CH2:30][NH:31][C:14]([C:12]3[CH:11]=[CH:10][C:9]([O:17][CH2:18][CH:19]4[CH2:21][CH2:20]4)=[C:8]([C:5]4[CH:4]=[CH:3][C:2]([Cl:1])=[CH:7][CH:6]=4)[N:13]=3)=[O:16])[N:29]=2)[CH2:24][CH2:23]1. Procedure details: The title compound was synthesized in analogy to Example 41, using 6-(4-Chloro-phenyl)-5-cyclopropylmethoxy-pyridine-2-carboxylic acid (example AW) and 2-cyclopropyl-4-oxazolmethanamine (example BH) as starting materials, LC-MS (UV peak area/ESI) 97.6%, 424.0 (M+H)+. Starting materials: C1CCOC1, CCc1cc(-c2ccc3oc(C(C)=CC(=O)O)cc3c2)c(OCOC)c(C(C)(C)C)c1, CO. Yields the product CCc1cc(-c2ccc3oc(C(C)=CC(=O)O)cc3c2)c(O)c(C(C)(C)C)c1. Reaction SMILES: [CH2:32]1[O:33][CH2:34][CH2:35][CH2:36]1.[CH3:1][O:2][CH2:3][O:4][c:5]1[c:6](-[c:17]2[cH:18][c:19]3[c:20]([o:21][c:22]([C:24](=[CH:25][C:26](=[O:27])[OH:28])[CH3:29])[cH:23]3)[cH:30][cH:31]2)[cH:7][c:8]([CH2:15][CH3:16])[cH:9][c:10]1[C:11]([CH3:12])([CH3:13])[CH3:14].[CH3:37][OH:38]>>[OH:4][c:5]1[c:6](-[c:17]2[cH:18][c:19]3[c:20]([o:21][c:22]([C:24](=[CH:25][C:26](=[O:27])[OH:28])[CH3:29])[cH:23]3)[cH:30][cH:31]2)[cH:7][c:8]([CH2:15][CH3:16])[cH:9][c:10]1[C:11]([CH3:12])([CH3:13])[CH3:14]. The reactants are CCCCCC (hexane), C(=CC(C)C)O (isopentenol), S(=O)(=O)(C1=CC=C(C)C=C1)Cl (tosyl chloride). Reagents/catalysts: CN(C)C1=CC=NC=C1 (4-(N,N-dimethylamino)pyridine). Solvent: ClCCl (dichloromethane), ClCCl (dichloromethane). Reaction conditions: time 3 hour. The product is S(=O)(=O)(OCCC(=C)C)C1=CC=C(C)C=C1 (3-methyl-3-butene-1-yl tosylate). Isolated yield 85.3%. Reaction SMILES: [S:1](Cl)([C:4]1[CH:10]=[CH:9][C:7]([CH3:8])=[CH:6][CH:5]=1)(=[O:3])=[O:2].[CH:12]([OH:17])=[CH:13][CH:14]([CH3:16])[CH3:15].CCCCCC>CN(C1C=CN=CC=1)C.ClCCl>[S:1]([C:4]1[CH:10]=[CH:9][C:7]([CH3:8])=[CH:6][CH:5]=1)([O:17][CH2:12][CH2:13][C:14]([CH3:16])=[CH2:15])(=[O:3])=[O:2]. Procedure details: 2.32 mmol (442 mg) of tosyl chloride and 2.55 mmol (312 mg) of 4-(N,N-dimethylamino)pyridine are introduced while stirring with a magnetic stirrer into 5 ml of anhydrous dichloromethane in a glass reaction vessel which is equipped for handling under an inert atmosphere and has been carefully dried. 2.32 mmol (200 mg) of isopentenol dissolved in approx. 1 ml of dichloromethane are slowly added to this mixture through a septum using a syringe. The reaction is monitored by thin-layer chromatography...